The task is: describe an organic reaction: reactants, conditions, products, and yield. This data is from the Open Reaction Database (ORD), a public repository of structured organic reaction records. Reactants: CC#N, Cl, [H][H], C1CCOC1, O, COc1ccc(Nc2ccc(CCNCC(O)c3ccc(OCc4ccccc4)c4[nH]c(=O)ccc34)cc2)cc1-c1ccccc1. Product: Cl, COc1ccc(Nc2ccc(CCNCC(O)c3ccc(O)c4[nH]c(=O)ccc34)cc2)cc1-c1ccccc1. Reaction SMILES: [CH3:56][C:57]#[N:58].[ClH:49].[H:47][H:48].[O:50]1[CH2:51][CH2:52][CH2:53][CH2:54]1.[OH2:55].[c:1]1(-[c:7]2[cH:8][c:9]([NH:15][c:16]3[cH:17][cH:18][c:19]([CH2:22][CH2:23][NH:24][CH2:25][CH:26]([c:27]4[c:28]5[cH:29][cH:30][c:31](=[O:45])[nH:32][c:33]5[c:34]([O:37][CH2:38][c:39]5[cH:40][cH:41][cH:42][cH:43][cH:44]5)[cH:35][cH:36]4)[OH:46])[cH:20][cH:21]3)[cH:10][cH:11][c:12]2[O:13][CH3:14])[cH:2][cH:3][cH:4][cH:5][cH:6]1>>[ClH:49].[c:1]1(-[c:7]2[cH:8][c:9]([NH:15][c:16]3[cH:17][cH:18][c:19]([CH2:22][CH2:23][NH:24][CH2:25][CH:26]([c:27]4[c:28]5[cH:29][cH:30][c:31](=[O:45])[nH:32][c:33]5[c:34]([OH:37])[cH:35][cH:36]4)[OH:46])[cH:20][cH:21]3)[cH:10][cH:11][c:12]2[O:13][CH3:14])[cH:2][cH:3][cH:4][cH:5][cH:6]1. Reactants: CC(C)C(NC(=O)OC(C)(C)C)C(=O)NC(CCC(=O)OCc1ccccc1)C(N)=O, CCOC(C)=O, Cl. Product: Cl, CC(C)C(N)C(=O)NC(CCC(=O)OCc1ccccc1)C(N)=O. As a reaction SMILES: [C:1]([O:2][C:3](=[O:4])[NH:8][CH:9]([CH:10]([CH3:11])[CH3:12])[C:13](=[O:14])[NH:15][CH:16]([CH2:17][CH2:18][C:19](=[O:20])[O:21][CH2:22][c:23]1[cH:24][cH:25][cH:26][cH:27][cH:28]1)[C:29]([NH2:30])=[O:31])([CH3:5])([CH3:6])[CH3:7].[CH3:33][CH2:34][O:35][C:36](=[O:37])[CH3:38].[ClH:32]>>[ClH:32].[NH2:8][CH:9]([CH:10]([CH3:11])[CH3:12])[C:13](=[O:14])[NH:15][CH:16]([CH2:17][CH2:18][C:19](=[O:20])[O:21][CH2:22][c:23]1[cH:24][cH:25][cH:26][cH:27][cH:28]1)[C:29]([NH2:30])=[O:31]. Starting materials: C(C(C)C)[Si](OC)(OC)OC (isobutyltrimethoxysilane), [OH-].[K+] (potassium hydroxide), CC(C[Si](OC)(OC)OC)C (2-methyl-1-propyltrimethoxysilane), hydrocarbon. The solvent is O (water), O (water), O (water), O (water). The product is C(C(C)C)[Si](OC)(OC)OC.[OH-].[K+] (isobutyltrimethoxysilane KOH). RXN SMILES: [CH2:1]([Si:5]([O:10][CH3:11])([O:8][CH3:9])[O:6][CH3:7])[CH:2]([CH3:4])[CH3:3].[OH-:12].[K+:13]>O>[CH2:1]([Si:5]([O:10][CH3:11])([O:6][CH3:7])[O:8][CH3:9])[CH:2]([CH3:4])[CH3:3].[OH-:12].[K+:13] |f:1.2,4.5.6|. Procedure details: A 1000 ml 5-neck round-bottom flask rendered inert with nitrogen and equipped with paddle stirrer, dropping funnel, thermometer, and water separator with reflux condenser is charged—in an oil bath at 40° C.—with 117 g (0.636 mol) of isobutyltrimethoxysilane (=2-methyl-1-propyltrimethoxysilane, available commercially from abcr GmbH & Co. KG) and 155.6 g of Isopar E (isoparaffinic hydrocarbon mixture with a boiling range of 113-143° C., available commercially from ExxonMobil). The water separator ... Reactants: C(C=C)C1(C(CCC2=CC=CC=C12)=O)C (1-allyl-1-methyl-3,4-dihydronaphthalen-2(1H)-one), COC(OC)OC (trimethylorthoformate), O.C1(=CC=C(C=C1)S(=O)(=O)O)C (p-toluenesulfonic acid monohydrate). The solvent is CO (methanol). Yields the product COC=1C(C2=CC=CC=C2CC1)(C)CC=C (1-allyl-1-methyl-1,4-dihydronaphthalen-2-yl methyl ether). Isolated yield 73.0%. Reaction SMILES: [CH2:1]([C:4]1([CH3:15])[C:13]2[C:8](=[CH:9][CH:10]=[CH:11][CH:12]=2)[CH2:7][CH2:6][C:5]1=[O:14])[CH:2]=[CH2:3].[CH3:16]OC(OC)OC.O.C1(C)C=CC(S(O)(=O)=O)=CC=1>CO>[CH3:16][O:14][C:5]1[C:4]([CH2:1][CH:2]=[CH2:3])([CH3:15])[C:13]2[C:8]([CH2:7][CH:6]=1)=[CH:9][CH:10]=[CH:11][CH:12]=2 |f:2.3|. Procedure details: To a solution of Example 123A (10.1 g, 50.5 mmol), trimethylorthoformate (20 mL), p-toluenesulfonic acid monohydrate (60 mg, 0.315 mmol) in methanol (100 mL) was heated at 60 C for 2 hours. After cooling to room temperature, the solution was concentrated in vacuo, and the resultant residue was purified by column chromatography employing 70-230 mesh silica gel eluting with hexane to provide the title compound as a colorless oil (7.8 g, 73%). 1H NMR (300 MHz, DMSO-d6): δ 1.38 (s, 3H), 2.44 (dd, J=... Starting materials: S(O)(O)(=O)=O (sulfuric acid), BrC=1C(=C(C#N)C(=CC1)Cl)F (3-Bromo-2-fluoro-6-chlorobenzonitrile), [OH-].[NH4+] (ammonium hydroxide). Run at temperature 55 celsius. Product: BrC=1C(=C(C(=O)N)C(=CC1)Cl)F (3-bromo-2-fluoro-6-chlorobenzamide). Reaction SMILES: S(=O)(=O)(O)O.[Br:6][C:7]1[C:8]([F:16])=[C:9]([C:12]([Cl:15])=[CH:13][CH:14]=1)[C:10]#[N:11].[OH-:17].[NH4+]>>[Br:6][C:7]1[C:8]([F:16])=[C:9]([C:12]([Cl:15])=[CH:13][CH:14]=1)[C:10]([NH2:11])=[O:17] |f:2.3|. Reported procedure: Concentrated sulfuric acid (15 mL) was placed in a 100 mL 3-neck flask equipped with an internal thermometer and heated to 55° C. 3-Bromo-2-fluoro-6-chlorobenzonitrile (11.0 g, 47 mmol) was added portion-wise to the acid with stirring maintaining the temperature above 50° C. The dark solution was heated at 65° C. for 24 hours, allowed to cool to room temperature, poured over ice, and cautiously neutralized with concentrated ammonium hydroxide. The mixture was extracted with two portions of ethyl... The reactants are CC(C=C)N (1-methylallylamine), CC(C=C)N (1-methylallylamine), FC1=C(C(=C(C=C1)[N+](=O)[O-])F)C=C (1,3-difluoro-4-nitro-2-vinylbenzene), C([O-])([O-])=O.[K+].[K+] (Potassium carbonate). Procedure details: To a solution of 1,3-difluoro-4-nitro-2-vinylbenzene (150 mg, 0.81 mmol) in DMF (3 mL) was added a mixture of 1-methylallylamine in ethanol (0.4 mL). Potassium carbonate (0.224 g, 1.62 mmol) was added and the mixture stirred at RT for 1 h. A further portion of 1-methylallylamine in ethanol (0.3 mL) was added and stirring was continued for 1 h, and then the reaction mixture was partitioned between water and EtOAc. The aqueous phase was extracted with EtOAc and the combined organic layers were was... Product: FC=1C(=C(C(=CC1)[N+](=O)[O-])NC(C=C)C)C=C ((3-Fluoro-6-nitro-2-vinylphenyl)-(1-methylallyl)amine). Reaction SMILES: [F:1][C:2]1[CH:7]=[CH:6][C:5]([N+:8]([O-:10])=[O:9])=[C:4](F)[C:3]=1[CH:12]=[CH2:13].[CH3:14][CH:15]([NH2:18])[CH:16]=[CH2:17].C(=O)([O-])[O-].[K+].[K+]>CN(C=O)C.C(O)C>[F:1][C:2]1[C:3]([CH:12]=[CH2:13])=[C:4]([NH:18][CH:15]([CH3:14])[CH:16]=[CH2:17])[C:5]([N+:8]([O-:10])=[O:9])=[CH:6][CH:7]=1 |f:2.3.4|. Yield: 70.0%. Solvent: C(C)O (ethanol), C(C)O (ethanol), CN(C)C=O (DMF). Conditions: time 1 hour. Starting materials: ClCC=1N=C(OC1C)C1=CC2=CC=CC=C2C=C1 (4-chloromethyl-5-methyl-2-naphthalen-2-yloxazole), [I-].[Na+] (sodium iodide), C(C)(C)(C)OC (methyl tert-butyl ether). Run in CC(=O)C (acetone). Yields the product ICC=1N=C(OC1C)C1=CC2=CC=CC=C2C=C1 (4-Iodomethyl-5-methyl-2-naphthalen-2-yloxazole). Reaction SMILES: Cl[CH2:2][C:3]1[N:4]=[C:5]([C:9]2[CH:18]=[CH:17][C:16]3[C:11](=[CH:12][CH:13]=[CH:14][CH:15]=3)[CH:10]=2)[O:6][C:7]=1[CH3:8].[I-:19].[Na+].C(OC)(C)(C)C>CC(C)=O>[I:19][CH2:2][C:3]1[N:4]=[C:5]([C:9]2[CH:18]=[CH:17][C:16]3[C:11](=[CH:12][CH:13]=[CH:14][CH:15]=3)[CH:10]=2)[O:6][C:7]=1[CH3:8] |f:1.2|. Procedure: 1.8 g of 4-chloromethyl-5-methyl-2-naphthalen-2-yloxazole and 3 g of sodium iodide in 150 ml of acetone are heated under reflux for 2 hours. After the reaction mixture has been cooled, 300 ml of methyl tert-butyl ether are added, the mixture is washed three times with saturated Na2S2O3 solution and dried over MgSO4 and the solvents are then removed under reduced pressure. This gives 2.7 g of 4-iodomethyl-5-methyl-2-naphthalen-2-yloxazole as a light-yellow solid. The reactants are OCCC=1N(C=CN1)CCCCC1=CC=C(C=C1)O (4-[4-[2-(2-hydroxyethyl)-1H-imidazol-1-yl ]butyl]phenol), [H-].[Na+] (sodium hydride), O (water), ClCC=1N=C(OC1)\C=C\C1=CC=C(C=C1)CC ((E)-4-chloromethyl-2-[2-(4-ethylphenyl)ethenyl]oxazole). Solvent: CN(C)C=O (DMF). Conditions: time 30 minute. The product is C(C)C1=CC=C(C=C1)/C=C/C=1OC=C(N1)COC1=CC=C(C=C1)CCCCN1C(=NC=C1)CCO (2-[1-[4-[4-[[2-[(E)-2-(4-ethylphenyl)ethenyl]-1,3-oxazol-4-yl]methoxy]phenyl]butyl]-1H-imidazol-2-yl]-1-ethanol). Yield: 63.1%. Reaction SMILES: [OH:1][CH2:2][CH2:3][C:4]1[N:5]([CH2:9][CH2:10][CH2:11][CH2:12][C:13]2[CH:18]=[CH:17][C:16]([OH:19])=[CH:15][CH:14]=2)[CH:6]=[CH:7][N:8]=1.[H-].[Na+].Cl[CH2:23][C:24]1[N:25]=[C:26](/[CH:29]=[CH:30]/[C:31]2[CH:36]=[CH:35][C:34]([CH2:37][CH3:38])=[CH:33][CH:32]=2)[O:27][CH:28]=1.O>CN(C=O)C>[CH2:37]([C:34]1[CH:35]=[CH:36][C:31](/[CH:30]=[CH:29]/[C:26]2[O:27][CH:28]=[C:24]([CH2:23][O:19][C:16]3[CH:15]=[CH:14][C:13]([CH2:12][CH2:11][CH2:10][CH2:9][N:5]4[CH:6]=[CH:7][N:8]=[C:4]4[CH2:3][CH2:2][OH:1])=[CH:18][CH:17]=3)[N:25]=2)=[CH:32][CH:33]=1)[CH3:38] |f:1.2|. Procedure: To a solution of 4-[4-[2-(2-hydroxyethyl)-1H-imidazol-1-yl ]butyl]phenol (260 mg) in DMF (4 ml), 60% oily sodium hydride (44 mg) was added under ice cooling. After stirring at room temperature for 30 minutes, (E)-4-chloromethyl-2-[2-(4-ethylphenyl)ethenyl]oxazole (272 mg) was added under ice cooling. After stirring overnight at room temperature, water was added under ice cooling. The precipitate was collected by filtration and washed with water. The precipitate was dissolved in ethyl acetate and... Reactants: C(C)(C)C(C(=O)OCC)C(=O)OCC (diethyl isopropylmalonate), C[O-].[Na+] (sodium methoxide), NC(=O)N (urea). The solvent is CO (methanol). Conditions: temperature 20 celsius. Yields the product CC(C)C1C(NC(NC1=O)=O)=O (5-(1-methylethyl)pyrimidine-2,4,6(1H,3H,5H)-trione). Yield: 69.7%. RXN SMILES: [CH:1]([CH:4]([C:10]([O:12]CC)=O)[C:5]([O:7]CC)=O)([CH3:3])[CH3:2].C[O-].[Na+].[NH2:18][C:19]([NH2:21])=[O:20]>CO>[CH3:3][CH:1]([CH:4]1[C:5](=[O:7])[NH:21][C:19](=[O:20])[NH:18][C:10]1=[O:12])[CH3:2] |f:1.2|. Procedure details: 456 g (2.25 mol) of diethyl isopropylmalonate, 650 ml of a 30% methanolic sodium methoxide solution and 910 ml of methanol are charged to a 2 liter reactor equipped with an anchor stirrer. The mixture is brought to reflux for thirty minutes before adding 135 g (2.25 mol) of urea in the solid form while maintaining the reflux. The reaction mixture at the end of the reaction is a thick white suspension which is brought to dryness by evaporation of the methanol under vacuum. The residue is taken up... The reactants are OCC#N (hydroxyacetonitrile), C(CCCCC)N (hexylamine). Solvent: CO (MeOH). Conditions: time 24 hour. Yields the product C(CCCCC)NCC#N (hexylaminoacetonitrile). Reaction SMILES: O[CH2:2][C:3]#[N:4].[CH2:5]([NH2:11])[CH2:6][CH2:7][CH2:8][CH2:9][CH3:10]>CO>[CH2:5]([NH:11][CH2:2][C:3]#[N:4])[CH2:6][CH2:7][CH2:8][CH2:9][CH3:10]. Procedure: In a flask of 100 ml, 5.7 gr of hydroxyacetonitrile (0.1 mol) were mixed with 11 gr of hexylamine (0.11 mol) dissolved in 10 ml of MeOH. The temperature quickly raised during mixing. The solution was allowed to stand for 24 hours. The methanol was evaporated and the obtained liquid was distilled at 72° under 0.8 mm Hg.